From a dataset of the Open Reaction Database (ORD), a public repository of structured organic reaction records. describe an organic reaction: reactants, conditions, products, and yield Procedure: In analogy to example 39, from (E)-3-(4-bromo-phenyl)-1-(2-methyl-pyridin-4-yl)-3-(2-trifluoromethyl-phenyl)-propan-1-one oxime (example 132) and 1-methanesulfonyl-piperazine (CAS RN: [55276-43-2]) was prepared the title compound as a yellow foam, MS (ESI+): m/z=547.3 ([M+H]+). Reactants: BrC1=CC=C(C=C1)C(C\C(=N/O)\C1=CC(=NC=C1)C)C1=C(C=CC=C1)C(F)(F)F ((E)-3-(4-bromo-phenyl)-1-(2-methyl-pyridin-4-yl)-3-(2-trifluoromethyl-phenyl)-propan-1-one oxime), CS(=O)(=O)N1CCNCC1 (1-methanesulfonyl-piperazine). The product is CS(=O)(=O)N1CCN(CC1)C1=CC=C(C=C1)C(C\C(=N/O)\C1=CC(=NC=C1)C)C1=C(C=CC=C1)C(F)(F)F ((E)-3-[4-(4-Methanesulfonyl-piperazin-1-yl)-phenyl]-1-(2-methyl-pyridin-4-yl)-3-(2-trifluoromethyl-phenyl)-propan-1-one oxime). As a reaction SMILES: Br[C:2]1[CH:7]=[CH:6][C:5]([CH:8]([C:20]2[CH:25]=[CH:24][CH:23]=[CH:22][C:21]=2[C:26]([F:29])([F:28])[F:27])[CH2:9]/[C:10](/[C:13]2[CH:18]=[CH:17][N:16]=[C:15]([CH3:19])[CH:14]=2)=[N:11]\[OH:12])=[CH:4][CH:3]=1.[CH3:30][S:31]([N:34]1[CH2:39][CH2:38][NH:37][CH2:36][CH2:35]1)(=[O:33])=[O:32]>>[CH3:30][S:31]([N:34]1[CH2:39][CH2:38][N:37]([C:2]2[CH:7]=[CH:6][C:5]([CH:8]([C:20]3[CH:25]=[CH:24][CH:23]=[CH:22][C:21]=3[C:26]([F:29])([F:28])[F:27])[CH2:9]/[C:10](/[C:13]3[CH:18]=[CH:17][N:16]=[C:15]([CH3:19])[CH:14]=3)=[N:11]\[OH:12])=[CH:4][CH:3]=2)[CH2:36][CH2:35]1)(=[O:33])=[O:32]. The reactants are CI, CC(C)=O, CC(=O)c1nc(-c2cccnc2)[nH]c1C. Product: CC(=O)c1nc(-c2ccc[n+](C)c2)[nH]c1C, [I-]. RXN SMILES: [CH3:16][I:17].[CH3:18][C:19](=[O:20])[CH3:21].[CH3:1][c:2]1[c:3]([C:13]([CH3:14])=[O:15])[n:4][c:5](-[c:7]2[cH:8][n:9][cH:10][cH:11][cH:12]2)[nH:6]1>>[CH3:1][c:2]1[c:3]([C:13]([CH3:14])=[O:15])[n:4][c:5](-[c:7]2[cH:8][n+:9]([CH3:16])[cH:10][cH:11][cH:12]2)[nH:6]1.[I-:17]. Solvent: O1CCCC1 (tetrahydrofuran). Reactants: ClC1=NN=NN1C1=CC=CC=C1 (5-chloro-1-phenyltetrazole), ice water, NC1=C(C=C(C#N)C=C1)C(F)(F)F (4-Amino-3-trifluoromethyl-benzonitrile), [H-].[Na+] (sodium hydride), [H][H] (hydrogen). Yields the product C1(=CC=CC=C1)N1N=NN=C1NC1=C(C=C(C=C1)C#N)C(F)(F)F (1-phenyl-5-(4-cyano-2-trifluoromethylanilino)tetrazole). Reaction conditions: time 2 hour. Isolated yield 93.9%. RXN SMILES: [NH2:1][C:2]1[CH:9]=[CH:8][C:5]([C:6]#[N:7])=[CH:4][C:3]=1[C:10]([F:13])([F:12])[F:11].[H-].[Na+].[H][H].Cl[C:19]1[N:23]([C:24]2[CH:29]=[CH:28][CH:27]=[CH:26][CH:25]=2)[N:22]=[N:21][N:20]=1>O1CCCC1>[C:24]1([N:23]2[C:19]([NH:1][C:2]3[CH:9]=[CH:8][C:5]([C:6]#[N:7])=[CH:4][C:3]=3[C:10]([F:11])([F:12])[F:13])=[N:20][N:21]=[N:22]2)[CH:25]=[CH:26][CH:27]=[CH:28][CH:29]=1 |f:1.2|. Procedure details: 4-Amino-3-trifluoromethyl-benzonitrile (0.9 g) was added to a tetrahydrofuran solution (25 ml) of sodium hydride (0.5 g; 60% in oil) at room temperature. The mixture was stirred at room temperature for about 10 minutes until the generation of hydrogen gas was ceased. Then, 5-chloro-1-phenyltetrazole (0.9 g) was added thereto and the mixture was stirred for 2 hours. The reaction solution was poured into 100 ml of ice water and the organic layer was distilled off under reduced pressure. Activated ... Reactants: ClCC1=CNC2=CC=CC=C12 (3-(chloromethyl) indole), ClC(C(=N)N)(Cl)Cl (trichloroacetamidine). Run in CCOCC (ether), CCOCC (ether). Yields the product N1C=C(C2=CC=CC=C12)CNC(C(Cl)(Cl)Cl)=N (N-(3-indolylmethyl) trichloroacetamidine). As a reaction SMILES: Cl[CH2:2][C:3]1[C:11]2[C:6](=[CH:7][CH:8]=[CH:9][CH:10]=2)[NH:5][CH:4]=1.[Cl:12][C:13]([Cl:18])([Cl:17])[C:14]([NH2:16])=[NH:15]>CCOCC>[NH:5]1[C:6]2[C:11](=[CH:10][CH:9]=[CH:8][CH:7]=2)[C:3]([CH2:2][NH:16][C:14](=[NH:15])[C:13]([Cl:18])([Cl:17])[Cl:12])=[CH:4]1. Reported procedure: A solution of 8.3 g. (0.05 mole) of 3-(chloromethyl) indole in 30 ml. of ether is mixed with a solution of 8.1 g. (0.05 mole) of trichloroacetamidine, also in ether. The mixture is heated at reflux for 3 hours, and concentrated in vacuo to an oil. This is taken up in warm chloroform, filtered, and the chloroform extracts washed first with water and then with dilute hydrochloric acid. The aqueous layers are combined, made basic with a saturated aqueous solution of sodium bicarbonate and the produ... The reactants are O=C1CCC(=O)N1Br, O=C(OOC(=O)c1ccccc1)c1ccccc1, CC#N, Cc1ccc(-c2ccc(Cl)c(Cl)c2)c(F)c1, [Na+], [Na+], O, O=S([O-])[O-]. Product: Fc1cc(CBr)ccc1-c1ccc(Cl)c(Cl)c1. Reaction SMILES: [Br:17][N:18]1[C:19](=[O:20])[CH2:21][CH2:22][C:23]1=[O:24].[C:25]([O:26][O:27][C:28](=[O:29])[c:30]1[cH:31][cH:32][cH:33][cH:34][cH:35]1)(=[O:36])[c:37]1[cH:38][cH:39][cH:40][cH:41][cH:42]1.[CH3:49][C:50]#[N:51].[Cl:1][c:2]1[cH:3][c:4](-[c:9]2[c:10]([F:16])[cH:11][c:12]([CH3:15])[cH:13][cH:14]2)[cH:5][cH:6][c:7]1[Cl:8].[Na+:47].[Na+:48].[OH2:52].[S:43]([O-:44])([O-:45])=[O:46]>>[Cl:1][c:2]1[cH:3][c:4](-[c:9]2[c:10]([F:16])[cH:11][c:12]([CH2:15][Br:17])[cH:13][cH:14]2)[cH:5][cH:6][c:7]1[Cl:8].